This data is from the Open Reaction Database (ORD), a public repository of structured organic reaction records. The task is: describe an organic reaction: reactants, conditions, products, and yield Starting materials: N1=CC=CC=C1 (Pyridine), CON=C(C(=O)OCC)C=1N=C(SC1)N (ethyl 2-methoxyimino-2-(2-amino-1,3-thiazol-4-yl)acetate), O (water), ClC(=O)OCC (ethyl chloroformate). Solvent: C(C)(=O)OCC (ethyl acetate), CN(C=O)C (dimethylformamide). The product is CON=C(C(=O)OCC)C=1N=C(SC1)NC(=O)OCC (ethyl 2-methoxyimino-2-(2-ethoxycarbonylamino-1,3-thiazol-4-yl)acetate). Isolated yield 63.2%. As a reaction SMILES: N1C=CC=CC=1.[CH3:7][O:8][N:9]=[C:10]([C:16]1[N:17]=[C:18]([NH2:21])[S:19][CH:20]=1)[C:11]([O:13][CH2:14][CH3:15])=[O:12].Cl[C:23]([O:25][CH2:26][CH3:27])=[O:24].O>C(OCC)(=O)C.CN(C)C=O>[CH3:7][O:8][N:9]=[C:10]([C:16]1[N:17]=[C:18]([NH:21][C:23]([O:25][CH2:26][CH3:27])=[O:24])[S:19][CH:20]=1)[C:11]([O:13][CH2:14][CH3:15])=[O:12]. Reported procedure: Pyridine (3 g.) was added to a solution of ethyl 2-methoxyimino-2-(2-amino-1,3-thiazol-4-yl)acetate (syn isomer) (6.5 g.) in a mixture of ethyl acetate (60 ml.) and dimethylformamide (20 ml.). To the solution was dropwise added with stirring at 4° C. ethyl chloroformate (8 g.). After adding water (50 ml.) to the reaction mixture, the organic layer was separated, washed with water and then with a saturated aqueous solution of sodium chloride and dried over magnesium sulfate. The solvent was disti... Starting materials: FC=1C(=C2C=3N(CC4(O2)CCC4)C=C(C(C3C1[N+](=O)[O-])=O)C(=O)OCC)F (ethyl 9′,10′-difluoro-8′-nitro-7′-oxo-spiro[cyclobutane-1,2′(3′H)-[7H]pyrido[1,2,3-de][1,4]benzoxazine]-6′-carboxylate). Reagents/catalysts: [Pd] (Pd/C). Solvent: CN(C)C=O (DMF). The product is NC1=C(C(=C2C=3N(CC4(O2)CCC4)C=C(C(C13)=O)C(=O)OCC)F)F (Ethyl 8′-amino-9′,10′-difluoro-7′-oxospiro-[cyclobutane-1,2′(3′H)-[7H]pyrido[1,2,3-de][1,4]benzoxazine]-6′-carboxylate). The yield is 67.0%. Reaction SMILES: [F:1][C:2]1[C:3]([F:27])=[C:4]2[O:9][C:8]3([CH2:12][CH2:11][CH2:10]3)[CH2:7][N:6]3[CH:13]=[C:14]([C:22]([O:24][CH2:25][CH3:26])=[O:23])[C:15](=[O:21])[C:16]([C:17]=1[N+:18]([O-])=O)=[C:5]23>CN(C=O)C.[Pd]>[NH2:18][C:17]1[C:16]2[C:15](=[O:21])[C:14]([C:22]([O:24][CH2:25][CH3:26])=[O:23])=[CH:13][N:6]3[CH2:7][C:8]4([CH2:12][CH2:11][CH2:10]4)[O:9][C:4]([C:5]=23)=[C:3]([F:27])[C:2]=1[F:1]. Procedure: A solution of ethyl 9′,10′-difluoro-8′-nitro-7′-oxo-spiro[cyclobutane-1,2′(3′H)-[7H]pyrido[1,2,3-de][1,4]benzoxazine]-6′-carboxylate (450 mg, 1.15 mmol) and 10% Pd/C (40.5 mg) in DMF (20 mL) was stirred under hydrogen atmosphere(0.3 MPa) at 50° C. for 3 hours. The catalyst was removed by filtration over Celite and the filtrate was concentrated in vacuo. The resulting solid was dissolved in EtOH—CH2Cl2 (1:5) and filtered. CH2Cl2 was removed, and the resulting precipitate was removed by filtration... Reactants: compound, ClC1=C(C=CC(=C1)Cl)C1=CC2=C(N(C3=CC=C(C=C23)C2=NNC=C2)C)N(C1=O)C (3-(2,4-dichlorophenyl)-1,9-dimethyl-6-(1H-pyrazol-3-yl)-1,9-dihydropyrido[2,3-b]indol-2-one), COCC(=O)Cl (methoxyacetyl chloride). Yields the product ClC1=C(C=CC(=C1)Cl)C1=CC2=C(N(C3=CC=C(C=C23)C2=NN(C=C2)C(COC)=O)C)N(C1=O)C (3-(2,4-Dichlorophenyl)-6-[1-(2-methoxyacetyl)-1H-pyrazol-3-yl]-1,9-dimethyl-1,9-dihydropyrido[2,3-b]indol-2-one). RXN SMILES: [Cl:1][C:2]1[CH:7]=[C:6]([Cl:8])[CH:5]=[CH:4][C:3]=1[C:9]1[C:27](=[O:28])[N:26]([CH3:29])[C:12]2[N:13]([CH3:25])[C:14]3[C:19]([C:11]=2[CH:10]=1)=[CH:18][C:17]([C:20]1[CH:24]=[CH:23][NH:22][N:21]=1)=[CH:16][CH:15]=3.[CH3:30][O:31][CH2:32][C:33](Cl)=[O:34]>>[Cl:1][C:2]1[CH:7]=[C:6]([Cl:8])[CH:5]=[CH:4][C:3]=1[C:9]1[C:27](=[O:28])[N:26]([CH3:29])[C:12]2[N:13]([CH3:25])[C:14]3[C:19]([C:11]=2[CH:10]=1)=[CH:18][C:17]([C:20]1[CH:24]=[CH:23][N:22]([C:33](=[O:34])[CH2:32][O:31][CH3:30])[N:21]=1)=[CH:16][CH:15]=3. Procedure: The process is carried out as indicated in Example 70 above, with the compound from Example 39 3-(2,4-dichlorophenyl)-1,9-dimethyl-6-(1H-pyrazol-3-yl)-1,9-dihydropyrido[2,3-b]indol-2-one and methoxyacetyl chloride. Reactants: Cc1oc(-c2ccccc2)nc1COc1ccc(C=O)cc1, CC(=O)[O-], CCO, Cl, Cl, NO, [Na+], O. Yields the product Cc1oc(-c2ccccc2)nc1COc1ccc(C=NO)cc1. RXN SMILES: [CH3:1][c:2]1[c:3]([CH2:13][O:14][c:15]2[cH:16][cH:17][c:18]([CH:19]=[O:20])[cH:21][cH:22]2)[n:4][c:5](-[c:7]2[cH:8][cH:9][cH:10][cH:11][cH:12]2)[o:6]1.[CH3:27][C:28](=[O:29])[O-:30].[CH3:32][CH2:33][OH:34].[ClH:23].[ClH:31].[NH2:24][OH:25].[Na+:26].[OH2:35]>>[CH3:1][c:2]1[c:3]([CH2:13][O:14][c:15]2[cH:16][cH:17][c:18]([CH:19]=[N:24][OH:25])[cH:21][cH:22]2)[n:4][c:5](-[c:7]2[cH:8][cH:9][cH:10][cH:11][cH:12]2)[o:6]1. Reactants: NC=1C=C2C=CC(=CC2=CC1)C(=O)O (6-amino-2-naphthoic acid), Cl (HCl), ice, N(=O)[O-].[Na+] (Sodium nitrite), S(O)(O)(=O)=O (sulfuric acid), O (water). The reagents and catalysts are [Cu]Cl (copper(I) chloride). Run in C(C)(=O)O (acetic acid). Run at temperature 70 celsius. The product is ClC=1C=C2C=CC(=CC2=CC1)C(=O)O (6-chloro-2-naphthoic acid). Reaction SMILES: N([O-])=O.[Na+].S(=O)(=O)(O)O.N[C:11]1[CH:12]=[C:13]2[C:18](=[CH:19][CH:20]=1)[CH:17]=[C:16]([C:21]([OH:23])=[O:22])[CH:15]=[CH:14]2.O.[ClH:25]>C(O)(=O)C.[Cu]Cl>[Cl:25][C:11]1[CH:12]=[C:13]2[C:18](=[CH:19][CH:20]=1)[CH:17]=[C:16]([C:21]([OH:23])=[O:22])[CH:15]=[CH:14]2 |f:0.1|. Reported procedure: Sodium nitrite (811 mg, 11.8 mmol) is added over a period of 15 minutes to concentrated sulfuric acid (10 mL) while stirring. The mixture is heated to 70° C. for 15 minutes. After cooling to room temperature, a solution of 6-amino-2-naphthoic acid (2 g, 10.7 mmol) in acetic acid (10 mL) is added dropwise at such a rate that the temperature is kept below 40° C. After stirring at 40° C. for an additional 30 minutes, the reaction mixture is poured into an ice-cooled solution of copper(I) chloride (... Starting materials: Cc1ccc(S(=O)(=O)OCC2Cc3cccc(OS(=O)(=O)C(F)(F)F)c3O2)cc1, [K+], [K+], [K+], OB(O)c1ccccc1, O=P([O-])([O-])[O-], c1ccc(P(c2ccccc2)(c2ccccc2)[Pd](P(c2ccccc2)(c2ccccc2)c2ccccc2)(P(c2ccccc2)(c2ccccc2)c2ccccc2)P(c2ccccc2)(c2ccccc2)c2ccccc2)cc1. The product is Cc1ccc(S(=O)(=O)OCC2Cc3cccc(-c4ccccc4)c3O2)cc1. RXN SMILES: [CH3:1][c:2]1[cH:3][cH:4][c:5]([S:8](=[O:9])(=[O:10])[O:11][CH2:12][CH:13]2[O:14][c:15]3[c:16]([cH:18][cH:19][cH:20][c:21]3[O:22][S:23]([C:24]([F:25])([F:26])[F:27])(=[O:28])=[O:29])[CH2:17]2)[cH:6][cH:7]1.[K+:44].[K+:45].[K+:46].[OH:30][B:31]([OH:32])[c:33]1[cH:34][cH:35][cH:36][cH:37][cH:38]1.[P:39]([O-:40])([O-:41])([O-:42])=[O:43].[cH:47]1[cH:48][cH:49][c:50]([P:51]([Pd:52]([P:53]([c:54]2[cH:55][cH:56][cH:57][cH:58][cH:59]2)([c:60]2[cH:61][cH:62][cH:63][cH:64][cH:65]2)[c:66]2[cH:67][cH:68][cH:69][cH:70][cH:71]2)([P:72]([c:73]2[cH:74][cH:75][cH:76][cH:77][cH:78]2)([c:79]2[cH:80][cH:81][cH:82][cH:83][cH:84]2)[c:85]2[cH:86][cH:87][cH:88][cH:89][cH:90]2)[P:91]([c:92]2[cH:93][cH:94][cH:95][cH:96][cH:97]2)([c:98]2[cH:99][cH:100][cH:101][cH:102][cH:103]2)[c:104]2[cH:105][cH:106][cH:107][cH:108][cH:109]2)([c:110]2[cH:111][cH:112][cH:113][cH:114][cH:115]2)[c:116]2[cH:117][cH:118][cH:119][cH:120][cH:121]2)[cH:122][cH:123]1>>[CH3:1][c:2]1[cH:3][cH:4][c:5]([S:8](=[O:9])(=[O:10])[O:11][CH2:12][CH:13]2[O:14][c:15]3[c:16]([cH:18][cH:19][cH:20][c:21]3-[c:33]3[cH:34][cH:35][cH:36][cH:37][cH:38]3)[CH2:17]2)[cH:6][cH:7]1. Solvent: O1CCCC1 (tetrahydrofuran), O1CCCC1 (tetrahydrofuran). Reactants: [Br-].CC1(C=2C=CC(=CC2C(CC1)(C)C)C(C)[P+](C1=CC=CC=C1)(C1=CC=CC=C1)C1=CC=CC=C1)C ([1- (5,6,7,8-tetrahydro-5,5,8,8-tetramethyl-2-naphthyl)-ethyl]-triphenylphosphonium bromide), COC1=CC=C(C=O)C=C1 (p-methoxybenzaldehyde), CO.O (methanol water), C(CCC)[Li] (n-butyllithium). The product is COC1=CC=C(/C=C(\C)/C=2C=C3C(CCC(C3=CC2)(C)C)(C)C)C=C1 (1,2,3,4-tetrahydro-6-[(E)-p-methoxy-α-methylstyryl]-1,1,4,4-tetramethylnaphthalene). As a reaction SMILES: [Br-].[CH3:2][C:3]1([CH3:36])[CH2:12][CH2:11][C:10]([CH3:14])([CH3:13])[C:9]2[CH:8]=[C:7]([CH:15]([P+](C3C=CC=CC=3)(C3C=CC=CC=3)C3C=CC=CC=3)[CH3:16])[CH:6]=[CH:5][C:4]1=2.C([Li])CCC.[CH3:42][O:43][C:44]1[CH:51]=[CH:50][C:47]([CH:48]=O)=[CH:46][CH:45]=1.CO.O>O1CCCC1>[CH3:42][O:43][C:44]1[CH:51]=[CH:50][C:47](/[CH:48]=[C:15](/[C:7]2[CH:8]=[C:9]3[C:4](=[CH:5][CH:6]=2)[C:3]([CH3:36])([CH3:2])[CH2:12][CH2:11][C:10]3([CH3:13])[CH3:14])\[CH3:16])=[CH:46][CH:45]=1 |f:0.1,4.5|. Yield: 71.6%. Reaction conditions: time 2 hour. Procedure details: 358 g of [1- (5,6,7,8-tetrahydro-5,5,8,8-tetramethyl-2-naphthyl)-ethyl]-triphenylphosphonium bromide are suspended in 600 ml of tetrahydrofuran and treated at 0° with 400 ml of n-butyllithium (1.6 molar in hexane). After stirring at 0° for 30 minutes a solution of 78.5 g of p-methoxybenzaldehyde in 200 ml of tetrahydrofuran is added dropwise thereto and the mixture is stirred at room temperature for a further 2 hours. The reaction mixture is subsequently poured into 2 l of methanol/water (6:4) a...